Dataset: the Open Reaction Database (ORD), a public repository of structured organic reaction records. Task: describe an organic reaction: reactants, conditions, products, and yield Reactants: ( P ), C(C)OC(C(CCCCCN1C(=NC(=C1C1=CC=CC=C1)C1=CC=CC=C1)C)C(C)C)=O (2-Isopropyl-7-(2-methyl-4,5-diphenyl-imidazol-1-yl)-heptanoic acid ethyl ester), [OH-].[Na+] (Sodium hydroxide). The solvent is CO (Methanol). Yields the product C(C)C(C(=O)O)CCCCCN1C(=NC(=C1C1=CC=CC=C1)C1=CC=CC=C1)C (2-Ethyl-7-(2-methyl-4,5-diphenyl-imidazol-1-yl)-heptanoic acid). Yield: 65.4%. As a reaction SMILES: C([O:3][C:4](=[O:32])[CH:5]([CH:29](C)[CH3:30])[CH2:6][CH2:7][CH2:8][CH2:9][CH2:10][N:11]1[C:15]([C:16]2[CH:21]=[CH:20][CH:19]=[CH:18][CH:17]=2)=[C:14]([C:22]2[CH:27]=[CH:26][CH:25]=[CH:24][CH:23]=2)[N:13]=[C:12]1[CH3:28])C.[OH-].[Na+]>CO>[CH2:29]([CH:5]([CH2:6][CH2:7][CH2:8][CH2:9][CH2:10][N:11]1[C:15]([C:16]2[CH:17]=[CH:18][CH:19]=[CH:20][CH:21]=2)=[C:14]([C:22]2[CH:27]=[CH:26][CH:25]=[CH:24][CH:23]=2)[N:13]=[C:12]1[CH3:28])[C:4]([OH:32])=[O:3])[CH3:30] |f:1.2|. Reported procedure: (Scheme 3 (P)) This compound was obtained using the procedures as described above. The following scales and reagents were used: 2-Isopropyl-7-(2-methyl-4,5-diphenyl-imidazol-1-yl)-heptanoic acid ethyl ester (80 mg, 0.18 mmole), Sodium hydroxide (2N, 0.5 mL, 1.0 mmole), Methanol (5 mL). Product was obtained as white solid (46 mg, 64%). Mass Spec: 405.37 (MH+). The reactants are O(C1=CC=CC=C1)C1=CC=C(O[C@H]2CNCC2)C=C1 ((R)-3-(4-Phenoxy-phenoxy)-pyrrolidine), COC(CCCBr)=O (Methyl-4-bromobutyrate), C([O-])([O-])=O.[K+].[K+] (potassium carbonate). Run in CN(C)C=O (DMF). Run at temperature 60 celsius. The product is COC(CCCN1C[C@@H](CC1)OC1=CC=C(C=C1)OC1=CC=CC=C1)=O (4-[(R)-3-(4-Phenoxy-phenoxy)-pyrrolidin-1-yl]-butyric acid methyl ester). The yield is 59.2%. RXN SMILES: [O:1]([C:8]1[CH:19]=[CH:18][C:11]([O:12][C@@H:13]2[CH2:17][CH2:16][NH:15][CH2:14]2)=[CH:10][CH:9]=1)[C:2]1[CH:7]=[CH:6][CH:5]=[CH:4][CH:3]=1.[CH3:20][O:21][C:22](=[O:27])[CH2:23][CH2:24][CH2:25]Br.C(=O)([O-])[O-].[K+].[K+]>CN(C=O)C>[CH3:20][O:21][C:22](=[O:27])[CH2:23][CH2:24][CH2:25][N:15]1[CH2:16][CH2:17][C@@H:13]([O:12][C:11]2[CH:18]=[CH:19][C:8]([O:1][C:2]3[CH:7]=[CH:6][CH:5]=[CH:4][CH:3]=3)=[CH:9][CH:10]=2)[CH2:14]1 |f:2.3.4|. Reported procedure: (R)-3-(4-Phenoxy-phenoxy)-pyrrolidine (1.24 g, 4.25 mmol) was taken into anhydrous DMF (10 mL) in a nitrogen flushed 100 mL, 1-neck round bottom flask. Methyl-4-bromobutyrate (846 mg, 4.68 mmol) was added to the mixture followed by potassium carbonate (1.18 g, 8.5 mmol). The reaction was heated at 60° C. for 24 h. The mixture was then cooled to room temperature and partitioned between ethyl acetate and water. The water layer was washed with ethyl acetate (3×). The combined ethyl acetate layers w... The reactants are CC(C)(C)OC(=O)Nc1cccc(Br)n1, COC1(COS(=O)(=O)c2ccc(C)cc2)CCOCC1, CCOC(C)=O, [H-], [Na+], CN(C)C=O. Product: COC1(CN(C(=O)OC(C)(C)C)c2cccc(Br)n2)CCOCC1. Reaction SMILES: [Br:1][c:2]1[cH:3][cH:4][cH:5][c:6]([NH:8][C:9]([O:10][C:11]([CH3:12])([CH3:13])[CH3:14])=[O:15])[n:7]1.[CH3:18][c:19]1[cH:20][cH:21][c:22]([S:23]([O:24][CH2:29][C:30]2([O:36][CH3:37])[CH2:31][CH2:32][O:33][CH2:34][CH2:35]2)(=[O:25])=[O:26])[cH:27][cH:28]1.[CH3:43][CH2:44][O:45][C:46](=[O:47])[CH3:48].[H-:17].[Na+:16].[O:38]=[CH:39][N:40]([CH3:41])[CH3:42]>>[Br:1][c:2]1[cH:3][cH:4][cH:5][c:6]([N:8]([C:9]([O:10][C:11]([CH3:12])([CH3:13])[CH3:14])=[O:15])[CH2:29][C:30]2([O:36][CH3:37])[CH2:31][CH2:32][O:33][CH2:34][CH2:35]2)[n:7]1. Starting materials: solid, FC1=C(C=CC(=C1)F)N1N=CC=C1C1=CC=C(C=C1)[N+](=O)[O-] (1-(2,4-difluoro-phenyl)-5-(4-nitro-phenyl)-1H-pyrazole), FC1=C(C=CC(=C1)F)N1N=CC=C1C1=CC=C(C=C1)[N+](=O)[O-] (1-(2,4-difluoro-phenyl)-5-(4-nitro-phenyl)-1H-pyrazole), FC1=CC=C(C=C1)CC#N (2-(4-fluoro-phenyl)-acetonitrile). Product: FC1=C(C=CC(=C1)F)N1N=CC=C1C1=CC=2C(=NOC2C2=CC=C(C=C2)F)C=C1 (5-[2-(2,4-Difluoro-phenyl)-2H-pyrazol-3-yl]-3-(4-fluoro-phenyl)-benzo[c]isoxazole). As a reaction SMILES: [F:1][C:2]1[CH:7]=[C:6]([F:8])[CH:5]=[CH:4][C:3]=1[N:9]1[C:13]([C:14]2[CH:19]=[CH:18][C:17]([N+:20]([O-:22])=O)=[CH:16][CH:15]=2)=[CH:12][CH:11]=[N:10]1.[F:23][C:24]1[CH:29]=[CH:28][C:27]([CH2:30]C#N)=[CH:26][CH:25]=1>>[F:1][C:2]1[CH:7]=[C:6]([F:8])[CH:5]=[CH:4][C:3]=1[N:9]1[C:13]([C:14]2[CH:19]=[CH:18][C:17]3=[N:20][O:22][C:30]([C:27]4[CH:28]=[CH:29][C:24]([F:23])=[CH:25][CH:26]=4)=[C:16]3[CH:15]=2)=[CH:12][CH:11]=[N:10]1. Procedure: The title compound, light grey solid (22 mg, 17%), MS (ISP) m/z=392.2 [(M+H)+], mp 149° C., was prepared in accordance with the general method of example 1 from 1-(2,4-difluoro-phenyl)-5-(4-nitro-phenyl)-1H-pyrazole (intermediate I) (100 mg, 353 μmol) and commercially available 2-(4-fluoro-phenyl)-acetonitrile. The reactants are ClC1=C(C(=CC(=C1)Cl)OCC1=CC=CC=C1)/C=C/[C@H]1C[C@@H](CC(O1)=O)O (trans-(E)-6-[2-(2,4-dichloro-6-phenylmethoxyphenyl)ethenyl]-3,4,5,6-tetrahydro-4-hydroxy-2H-pyran-2-one). The solvent is O1CCCC1 (tetrahydrofuran). Yields the product ClC1=C(C(=CC(=C1)Cl)OCC1=CC=CC=C1)CC[C@H]1C[C@@H](CC(O1)=O)O (Trans-6-[2-(2,4-Dichloro-6-phenylmethoxyphenyl)ethyl]-3,4,5,6-tetrahydro-4-hydroxy-2H-pyran-2-one). Reaction SMILES: [Cl:1][C:2]1[CH:7]=[C:6]([Cl:8])[CH:5]=[C:4]([O:9][CH2:10][C:11]2[CH:16]=[CH:15][CH:14]=[CH:13][CH:12]=2)[C:3]=1/[CH:17]=[CH:18]/[C@@H:19]1[O:24][C:23](=[O:25])[CH2:22][C@@H:21]([OH:26])[CH2:20]1>O1CCCC1>[Cl:1][C:2]1[CH:7]=[C:6]([Cl:8])[CH:5]=[C:4]([O:9][CH2:10][C:11]2[CH:12]=[CH:13][CH:14]=[CH:15][CH:16]=2)[C:3]=1[CH2:17][CH2:18][C@@H:19]1[O:24][C:23](=[O:25])[CH2:22][C@@H:21]([OH:26])[CH2:20]1. Procedure details: A solution of trans-(E)-6-[2-(2,4-dichloro-6-phenylmethoxyphenyl)ethenyl]-3,4,5,6-tetrahydro-4-hydroxy-2H-pyran-2-one (1.1 g, 28 mmole) in tetrahydrofuran (50 ml) was magnetically stirred and hydrogenated at room temperature and atmospheric pressure in the presence of 110 mg of 5% rhodium on carbon catalyst until 1.5 molar equivalents of hydrogen had been consumed. After removing the catalyst by filtration, the filtrate was evaporated in vacuo leaving the title compound as a pale yellow oil. The...